From a dataset of the Open Reaction Database (ORD), a public repository of structured organic reaction records. describe an organic reaction: reactants, conditions, products, and yield As a reaction SMILES: Cl[C:2]1[CH:7]=[C:6]([O:8][C:9]2[C:10]([CH3:19])=[N:11][C:12]([N+:16]([O-:18])=[O:17])=[CH:13][C:14]=2[CH3:15])[CH:5]=[CH:4][N:3]=1.[CH3:20][N:21]1[CH:25]=[C:24](B2OC(C)(C)C(C)(C)O2)[CH:23]=[N:22]1.C([O-])([O-])=O.[K+].[K+]>O1CCOCC1.O.C1C=CC([P]([Pd]([P](C2C=CC=CC=2)(C2C=CC=CC=2)C2C=CC=CC=2)([P](C2C=CC=CC=2)(C2C=CC=CC=2)C2C=CC=CC=2)[P](C2C=CC=CC=2)(C2C=CC=CC=2)C2C=CC=CC=2)(C2C=CC=CC=2)C2C=CC=CC=2)=CC=1>[CH3:19][C:10]1[C:9]([O:8][C:6]2[CH:5]=[CH:4][N:3]=[C:2]([C:24]3[CH:23]=[N:22][N:21]([CH3:20])[CH:25]=3)[CH:7]=2)=[C:14]([CH3:15])[CH:13]=[C:12]([N+:16]([O-:18])=[O:17])[N:11]=1 |f:2.3.4,^1:51,53,72,91|. Reactants: ClC1=NC=CC(=C1)OC=1C(=NC(=CC1C)[N+](=O)[O-])C (3((2-Chloropyridin-4-yl)oxy)-2,4-dimethyl-6-nitropyridine), CN1N=CC(=C1)B1OC(C(O1)(C)C)(C)C (1-methyl-4-(4,4,5,5-tetramethyl-1,3,2-dioxaborolan-2-yl)-1H-pyrazole), C(=O)([O-])[O-].[K+].[K+] (K2CO3). Procedure: 3((2-Chloropyridin-4-yl)oxy)-2,4-dimethyl-6-nitropyridine (0.50 g, 1.8 mmol), 1-methyl-4-(4,4,5,5-tetramethyl-1,3,2-dioxaborolan-2-yl)-1H-pyrazole (0.48 g, 2.3 mmol), and K2CO3 (0.37 g, 2.7 mmol) were suspended in dioxane (6 mL) and water (1.2 mL) and sonicated and sparged with Ar for 10 min. Pd(PPh3)4 (0.10 g, 0.089 mmol) was added and the reaction mixture was stirred at 80° C. for 12 h. The mixture was diluted with water (20 mL) and extracted with EtOAc (4×25 mL). The combined organics were dr... Reaction conditions: temperature 80 celsius, time 12 hour. The yield is 95.6%. The solvent is O (water), O1CCOCC1 (dioxane), O (water). The product is CC1=NC(=CC(=C1OC1=CC(=NC=C1)C=1C=NN(C1)C)C)[N+](=O)[O-] (2,4-dimethyl-3-((2-(1-methyl-1H-pyrazol-4-yl)pyridin-4-yl)oxy)-6-nitropyridine). The reagents and catalysts are C=1C=CC(=CC1)[P](C=2C=CC=CC2)(C=3C=CC=CC3)[Pd]([P](C=4C=CC=CC4)(C=5C=CC=CC5)C=6C=CC=CC6)([P](C=7C=CC=CC7)(C=8C=CC=CC8)C=9C=CC=CC9)[P](C=1C=CC=CC1)(C=1C=CC=CC1)C=1C=CC=CC1 (Pd(PPh3)4). The reactants are NC1=NC=C(C(=O)O)C=C1 (6-amino-nicotinic acid), CN1CCNCC1 (1-methylpiperazine). Conditions: temperature 0 celsius, time 8 hour. Product: NC1=CC=C(C=N1)C(=O)N1CCN(CC1)C ((6-Amino-pyridin-3-yl)-(4-methyl-piperazin-1-yl)-methanone). RXN SMILES: [NH2:1][C:2]1[CH:10]=[CH:9][C:5]([C:6]([OH:8])=O)=[CH:4][N:3]=1.[CH3:11][N:12]1[CH2:17][CH2:16][NH:15][CH2:14][CH2:13]1>>[NH2:1][C:2]1[N:3]=[CH:4][C:5]([C:6]([N:15]2[CH2:16][CH2:17][N:12]([CH3:11])[CH2:13][CH2:14]2)=[O:8])=[CH:9][CH:10]=1. Reported procedure: The title compound was prepared in analogy to the procedure described in Step 14.1 but using 6-amino-nicotinic acid and 1-methylpiperazine. The reaction mixture was stirred overnight at 0° C. DCM was used for dilution and extraction instead of EtOAc. The dried organic phase was concentrated to afford an impure sample of the title compound which was used without further purification. The reactants are BrC1=CC=C(C2=CC=CC=C12)N (1-bromo-4-aminonapthalene), N1(C=NC=C1)C(=S)N1C=NC=C1 (di(1H-imidazol-1-yl)methanethione). Run in EtOAc hexanes, ClCCl (dichloromethane). Run at time 16 hour. Product: BrC1=CC=C(C2=CC=CC=C12)N=C=S (1-bromo-4-isothiocyanatonaphthalene). RXN SMILES: [Br:1][C:2]1[C:11]2[C:6](=[CH:7][CH:8]=[CH:9][CH:10]=2)[C:5]([NH2:12])=[CH:4][CH:3]=1.N1([C:18](N2C=CN=C2)=[S:19])C=CN=C1>ClCCl>[Br:1][C:2]1[C:11]2[C:6](=[CH:7][CH:8]=[CH:9][CH:10]=2)[C:5]([N:12]=[C:18]=[S:19])=[CH:4][CH:3]=1. Procedure: To a solution of 1-bromo-4-aminonapthalene (2.6 g, 12 mmol) in dichloromethane (45 mL) was added di(1H-imidazol-1-yl)methanethione (2.1 g, 12 mmol). The reaction was allowed to stir for 16 h, at which point the reaction was concentrated to give a gray solid. The solid was slurried in 50% EtOAc/hexanes and filtered through a pad of silica gel, rinsing with 400 mL 50% EtOAc/hexanes. The solution was concentrated to give 1-bromo-4-isothiocyanatonaphthalene as a gray solid, which was used without fu... The reactants are CCOC(=O)N1CCC2Cc3ccccc3C(c3ccccc3)N2CC1, COCCO[Al+2], Cc1ccccc1, [H-], [H-], [H-], [H-], [Na+], [Na+], [Na+], [OH-], c1ccccc1. Yields the product CN1CCC2Cc3ccccc3C(c3ccccc3)N2CC1. As a reaction SMILES: [CH2:1]([O:2][C:4](=[O:3])[N:6]1[CH2:7][CH2:8][N:9]2[CH:10]([c:21]3[cH:22][cH:23][cH:24][cH:25][cH:26]3)[c:11]3[cH:12][cH:13][cH:14][cH:15][c:16]3[CH2:17][CH:18]2[CH2:19][CH2:20]1)[CH3:5].[CH3:28][O:29][CH2:30][CH2:31][O:32][Al+2:33].[CH3:41][c:42]1[cH:43][cH:44][cH:45][cH:46][cH:47]1.[H-:27].[H-:36].[H-:37].[H-:38].[Na+:34].[Na+:35].[Na+:40].[OH-:39].[cH:48]1[cH:49][cH:50][cH:51][cH:52][cH:53]1>>[CH3:4][N:6]1[CH2:7][CH2:8][N:9]2[CH:10]([c:21]3[cH:22][cH:23][cH:24][cH:25][cH:26]3)[c:11]3[cH:12][cH:13][cH:14][cH:15][c:16]3[CH2:17][CH:18]2[CH2:19][CH2:20]1.